Dataset: the Open Reaction Database (ORD), a public repository of structured organic reaction records. Task: describe an organic reaction: reactants, conditions, products, and yield Reactants: CC(C)([O-])C.[K+] (potassium-tert-butoxide), [Br-].BrC[P+](C1=CC=CC=C1)(C1=CC=CC=C1)C1=CC=CC=C1 ((bromomethyl)triphenylphosphonium bromide), C1(CCCC1)NC1=C2N=CN(C2=NC=N1)[C@@H]1O[C@@H]([C@H]2OC(OC12)(C)C)CC=O (2-{(1R,2R,4R)-4-[6-(cyclopentylamino)purin-9-yl]-7,7-dimethyl-3,6,8-trioxabicyclo[3.3.0]oct-2-yl}ethan-1-one), ( 11 ). Run in O1CCCC1 (tetrahydrofuran), C1CCOC1 (THF). Conditions: temperature -78 celsius, time 2 hour. Yields the product Br/C=C/C[C@H]1O[C@H](C2OC(O[C@H]12)(C)C)N1C2=NC=NC(=C2N=C1)NC1CCCC1 ({9-[4-((2E)-3-bromoprop-2-enyl)(2R,4R,5R)-7,7-dimethyl-3,6,8-trioxabicyclo[3.3.0]oct-2-yl]purin-6-yl}cyclopentylamine). As a reaction SMILES: CC(C)([O-])C.[K+].[Br-].[Br:8][CH2:9][P+](C1C=CC=CC=1)(C1C=CC=CC=1)C1C=CC=CC=1.[CH:29]1([NH:34][C:35]2[N:43]=[CH:42][N:41]=[C:40]3[C:36]=2[N:37]=[CH:38][N:39]3[C@H:44]2[CH:51]3[C@H:47]([O:48][C:49]([CH3:53])([CH3:52])[O:50]3)[C@@H:46]([CH2:54][CH:55]=O)[O:45]2)[CH2:33][CH2:32][CH2:31][CH2:30]1>O1CCCC1>[Br:8]/[CH:9]=[CH:55]/[CH2:54][C@@H:46]1[C@@H:47]2[CH:51]([O:50][C:49]([CH3:53])([CH3:52])[O:48]2)[C@H:44]([N:39]2[CH:38]=[N:37][C:36]3[C:40]2=[N:41][CH:42]=[N:43][C:35]=3[NH:34][CH:29]2[CH2:30][CH2:31][CH2:32][CH2:33]2)[O:45]1 |f:0.1,2.3|. Procedure: To a stirred solution of potassium-tert-butoxide (0.78 g, 6.93 mmol) in tetrahydrofuran (45 mL) was added (bromomethyl)triphenylphosphonium bromide (1.51 g, 3.27 mmol) in small portions at −78° C. The resulting mixture was stirred at −78° C. for 2 hours. 2-{(1R,2R,4R)-4-[6-(cyclopentylamino)purin-9-yl]-7,7-dimethyl-3,6,8-trioxabicyclo[3.3.0]oct-2-yl}ethan-1-one, a compound of Formula (11) (0.89 g, 2.31 mmol) dissolved in THF (15 mL) was added slowly and the mixture stirred under an atmosphere of... The reactants are FC1=CC=C(C=C1)N1N=NC(=C1COC1=NC=C(C(=O)O)C=C1)C (6-[3-(4-fluoro-phenyl)-5-methyl-3H-[1,2,3]triazol-4-ylmethoxy]-nicotinic acid), NC(CO)(C)C (2-amino-2-methyl-1-propanol). Product: FC1=CC=C(C=C1)N1N=NC(=C1COC1=NC=C(C(=O)NC(CO)(C)C)C=C1)C (6-[3-(4-Fluoro-phenyl)-5-methyl-3H-[1,2,3]triazol-4-ylmethoxy]-N-(2-hydroxy-1,1-dimethyl-ethyl)-nicotinamide). The yield is 94.0%. Reaction SMILES: [F:1][C:2]1[CH:7]=[CH:6][C:5]([N:8]2[C:12]([CH2:13][O:14][C:15]3[CH:23]=[CH:22][C:18]([C:19]([OH:21])=O)=[CH:17][N:16]=3)=[C:11]([CH3:24])[N:10]=[N:9]2)=[CH:4][CH:3]=1.[NH2:25][C:26]([CH3:30])([CH3:29])[CH2:27][OH:28]>>[F:1][C:2]1[CH:3]=[CH:4][C:5]([N:8]2[C:12]([CH2:13][O:14][C:15]3[CH:23]=[CH:22][C:18]([C:19]([NH:25][C:26]([CH3:30])([CH3:29])[CH2:27][OH:28])=[O:21])=[CH:17][N:16]=3)=[C:11]([CH3:24])[N:10]=[N:9]2)=[CH:6][CH:7]=1. Procedure details: As described for example 61b, 6-[3-(4-fluoro-phenyl)-5-methyl-3H-[1,2,3]triazol-4-ylmethoxy]-nicotinic acid (83 mg, 0.25 mmol) was converted, using 2-amino-2-methyl-1-propanol instead of 4-aminotetrahydropyran, to the title compound (95 mg, 94%) which was obtained as a white foam. MS: m/e=400.2 [M+H]+.